Dataset: the Open Reaction Database (ORD), a public repository of structured organic reaction records. Task: describe an organic reaction: reactants, conditions, products, and yield Conditions: time 1 hour. Reported procedure: Combine (1-(2-(isopropoxy)ethyl)-1H-benzimidazol-2-yl)(1-(t-butoxycarbonyl)piperidin-4-yl)amine (2.97 g, 7.38 mmol), aqueous hydriodic acid (5 mL, 57%), and ethanol (10 mL). Heat to reflux. After 1 hour, cool to ambient temperature and pour the reaction mixture into diethyl ether (350 mL) and stir to give a solid. After 1 hour, collect the solid by filtration, rinse with diethyl ether, and dry in vacuo to give the title compound. Starting materials: C(C)(C)OCCN1C(=NC2=C1C=CC=C2)NC2CCN(CC2)C(=O)OC(C)(C)C ((1-(2-(isopropoxy)ethyl)-1H-benzimidazol-2-yl)(1-(t-butoxycarbonyl)piperidin-4-yl)amine), I (hydriodic acid), C(C)O (ethanol). Reaction SMILES: [CH:1]([O:4][CH2:5][CH2:6][N:7]1[C:11]2[CH:12]=[CH:13][CH:14]=[CH:15][C:10]=2[N:9]=[C:8]1[NH:16][CH:17]1[CH2:22][CH2:21][N:20](C(OC(C)(C)C)=O)[CH2:19][CH2:18]1)([CH3:3])[CH3:2].[IH:30].C(O)C>C(OCC)C>[IH:30].[CH:1]([O:4][CH2:5][CH2:6][N:7]1[C:11]2[CH:12]=[CH:13][CH:14]=[CH:15][C:10]=2[N:9]=[C:8]1[NH:16][CH:17]1[CH2:22][CH2:21][NH:20][CH2:19][CH2:18]1)([CH3:3])[CH3:2] |f:4.5|. Run in C(C)OCC (diethyl ether). Yields the product I.C(C)(C)OCCN1C(=NC2=C1C=CC=C2)NC2CCNCC2 ((1-(2-(Isopropoxy)ethyl)-1H-benzimidazol-2-yl)(piperidin-4-yl)amine hydriodic acid salt). Reactants: C(C)(C)(C)OC(=O)N1CCN(CC1)C=1SC(=C(N1)C(=O)OCC)NC (Ethyl 2-(4-tert-butoxycarbonylpiperazin-1-yl)-5-methylamino-thiazole-4-carboxylate), Cl (hydrochloric acid). Solvent: C(C)OCC (diethylether), C(C)O (ethanol). Run at time 2 day. Product: Cl.CNC1=C(N=C(S1)N1CCNCC1)C(=O)OCC (Ethyl 5-methylamino-2-piperazin-1-yl-thiazole-4-carboxylate hydrochloride). RXN SMILES: C(OC([N:8]1[CH2:13][CH2:12][N:11]([C:14]2[S:15][C:16]([NH:24][CH3:25])=[C:17]([C:19]([O:21][CH2:22][CH3:23])=[O:20])[N:18]=2)[CH2:10][CH2:9]1)=O)(C)(C)C.[ClH:26]>C(OCC)C.C(O)C>[ClH:26].[CH3:25][NH:24][C:16]1[S:15][C:14]([N:11]2[CH2:12][CH2:13][NH:8][CH2:9][CH2:10]2)=[N:18][C:17]=1[C:19]([O:21][CH2:22][CH3:23])=[O:20] |f:4.5|. Procedure: Ethyl 2-(4-tert-butoxycarbonylpiperazin-1-yl)-5-methylamino-thiazole-4-carboxylate (196 mg, 0.529 mmol) was dissolved in a mixture of diethylether (10 ml) and ethanol (absolute, 15 ml), hydrochloric acid (4N in dioxane, 5 ml) was added and the mixture was stirred at room temperature for two days. The resulting precipitate was collected by filtration, washed with diethylether and dried under reduced pressure to give 130 mg of a white solid (0.424 mmol, yield 80) MS (multi-mode) m/z=271.1 [M+1]+. The reactants are CCOC(=O)CC(=O)O, COCCN1C(=O)C(N)c2ccccc2-c2ccccc21. Yields the product CCOC(=O)CC(=O)NC1C(=O)N(CCOC)c2ccccc2-c2ccccc21. As a reaction SMILES: [CH2:22]([CH3:23])[O:24][C:25]([CH2:26][C:27](=[O:28])[OH:29])=[O:30].[NH2:1][CH:2]1[c:3]2[c:4]([cH:18][cH:19][cH:20][cH:21]2)-[c:5]2[c:6]([cH:14][cH:15][cH:16][cH:17]2)[N:7]([CH2:10][CH2:11][O:12][CH3:13])[C:8]1=[O:9]>>[NH:1]([CH:2]1[c:3]2[c:4]([cH:18][cH:19][cH:20][cH:21]2)-[c:5]2[c:6]([cH:14][cH:15][cH:16][cH:17]2)[N:7]([CH2:10][CH2:11][O:12][CH3:13])[C:8]1=[O:9])[C:27]([CH2:26][C:25]([O:24][CH2:22][CH3:23])=[O:30])=[O:28].